This data is from the Open Reaction Database (ORD), a public repository of structured organic reaction records. The task is: describe an organic reaction: reactants, conditions, products, and yield The reactants are ClC1=NC=C(C=2C=CC(=NC12)C)B(O)O (8-chloro-2-methyl-[1,7]naphthyridine-5-boronic acid), BrC=1C=NC=C(C1)C(F)(F)F (3-bromo-5-(trifluoromethyl)pyridine), NC=1SC=C(N1)C (2-amino-4-methylthiazole). Product: CC=1N=C(SC1)NC=1N=CC(=C2C=CC(=NC12)C)C=1C=NC=C(C1)C(F)(F)F ((4-Methyl-thiazol-2-yl)-[2-methyl-5-(5-trifluoromethyl-pyridin-3-yl)-[1,7]naphthyridin-8-yl]-amine). Procedure: The title compound, MS: m/e=402.3 (M+H+), was prepared in accordance with the general method of example 15 step 1 and step 3 from 8-chloro-2-methyl-[1,7]naphthyridine-5-boronic acid (Example L), 3-bromo-5-(trifluoromethyl)pyridine and 2-amino-4-methylthiazole. Reaction SMILES: Cl[C:2]1[C:11]2[N:10]=[C:9]([CH3:12])[CH:8]=[CH:7][C:6]=2[C:5](B(O)O)=[CH:4][N:3]=1.Br[C:17]1[CH:18]=[N:19][CH:20]=[C:21]([C:23]([F:26])([F:25])[F:24])[CH:22]=1.[NH2:27][C:28]1[S:29][CH:30]=[C:31]([CH3:33])[N:32]=1>>[CH3:33][C:31]1[N:32]=[C:28]([NH:27][C:2]2[N:3]=[CH:4][C:5]([C:17]3[CH:18]=[N:19][CH:20]=[C:21]([C:23]([F:26])([F:25])[F:24])[CH:22]=3)=[C:6]3[C:11]=2[N:10]=[C:9]([CH3:12])[CH:8]=[CH:7]3)[S:29][CH:30]=1.